Dataset: the Open Reaction Database (ORD), a public repository of structured organic reaction records. Task: describe an organic reaction: reactants, conditions, products, and yield Product: ClC=1C=NC=C(C1CC(=O)C1=CC=C(C=2N1N=C(N2)C2(CC2)C=O)OC)Cl (1-{5-[2-(3,5-Dichloro-pyridin-4-yl)-acetyl]-8-methoxy-[1,2,4]triazolo[1,5-a]pyridin-2-yl}-cyclopropanecarbaldehyde). Procedure details: 2-(3,5-Dichloro-pyridin-4-yl)-1-[2-(1-hydroxymethyl-cyclopropyl)-8-methoxy-[1,2,4]triazolo[1,5-a]pyridin-5-yl]-ethanone obtained in example 6 (154 mg, 0.38 mmol) was dissolved in DCM (5 mL) and treated with NaHCO3 (127 mg, 1.51 mmol) and Dess-Martin periodinane (321 mg, 0.756 mmol). The suspension was stirred for 30 min at rt and then treated with a 50 mL of a 1:1 mixture of Na2S2O3 (sat., aq.) and NaHCO3 (sat., aq.). The reaction mixture was then extracted with EtOAc (2×25 mL). The combined org... RXN SMILES: [Cl:1][C:2]1[CH:3]=[N:4][CH:5]=[C:6]([Cl:27])[C:7]=1[CH2:8][C:9]([C:11]1[N:16]2[N:17]=[C:18]([C:20]3([CH2:23][OH:24])[CH2:22][CH2:21]3)[N:19]=[C:15]2[C:14]([O:25][CH3:26])=[CH:13][CH:12]=1)=[O:10].C([O-])(O)=O.[Na+].CC(OI1(OC(C)=O)(OC(C)=O)OC(=O)C2C=CC=CC1=2)=O.[O-]S([O-])(=S)=O.[Na+].[Na+]>C(Cl)Cl>[Cl:1][C:2]1[CH:3]=[N:4][CH:5]=[C:6]([Cl:27])[C:7]=1[CH2:8][C:9]([C:11]1[N:16]2[N:17]=[C:18]([C:20]3([CH:23]=[O:24])[CH2:21][CH2:22]3)[N:19]=[C:15]2[C:14]([O:25][CH3:26])=[CH:13][CH:12]=1)=[O:10] |f:1.2,4.5.6|. Reactants: ClC=1C=NC=C(C1CC(=O)C1=CC=C(C=2N1N=C(N2)C2(CC2)CO)OC)Cl (2-(3,5-Dichloro-pyridin-4-yl)-1-[2-(1-hydroxymethyl-cyclopropyl)-8-methoxy-[1,2,4]triazolo[1,5-a]pyridin-5-yl]-ethanone), [O-]S(=O)(=S)[O-].[Na+].[Na+] (Na2S2O3), C(=O)(O)[O-].[Na+] (NaHCO3), C(=O)(O)[O-].[Na+] (NaHCO3), CC(=O)OI1(C=2C=CC=CC2C(=O)O1)(OC(=O)C)OC(=O)C (Dess-Martin periodinane). The solvent is C(Cl)Cl (DCM). Run at time 30 minute.